Dataset: the Open Reaction Database (ORD), a public repository of structured organic reaction records. Task: describe an organic reaction: reactants, conditions, products, and yield The reactants are O[C@H]1C[C@@H](C(OC)=O)N(C(OC(C)(C)C)=O)C1, Clc1ccc(S(=O)(=O)F)cc1 (4-Chlorobenzenesulfonyl fluoride). The reagents and catalysts are N\2=C1\N(CCCCC1)CCC/2 (DBU). The solvent is C1CCCO1 (THF), C1CCCO1 (THF). Run at time 48 hour. The product is F[C@H]1C[C@@H](C(OC)=O)N(C(OC(C)(C)C)=O)C1. The yield is 25.0%. Reactants: C1(=CC=CC=C1)C#C (phenylacetylene), SiO2, ketones, C(C)C1=CC=CC=C1 (ethylbenzene), SiO2, C=CC1=CC=CC=C1 (styrene), C(C)(=O)CC(C)=O (acetylacetone), C=CC1=CC=CC=C1 (styrene), C(C)C1=CC=CC=C1 (ethylbenzene), SiO2, SiO2, SiO2, C1(=CC=CC=C1)C#C (phenylacetylene), Pd-PAMAM, Pd-PAMAM, C=CC1=CC=CC=C1 (styrene), C1(=CC=CC=C1)C#C (phenylacetylene), C=CC1=CC=CC=C1 (styrene), C=CCCCC (n-hexene), C(C)C1=CC=CC=C1 (ethylbenzene), C1=CCCCC1 (cyclohexene), Pd-PAMAM, C1(=CC=CC=C1)C#C (phenylacetylene). Run in CC(=O)C (acetone), C(C)(C)O (isopropanol), CC(=O)C (acetone). Reaction conditions: time 2 hour. Product: C/C(=C/C(=O)C)/[O-] (acetylacetonate), OC(CC(C)=O)C (4-hydroxypentan-2-one). Reaction SMILES: C=CC1C=CC=CC=1.C1(C#C)C=CC=CC=1.C(C1C=CC=CC=1)C.C1CCCCC=1.C=CCCCC.[C:37]([CH2:40][C:41](=[O:43])[CH3:42])(=[O:39])[CH3:38]>C(O)(C)C.CC(C)=O>[CH3:42]/[C:41](/[O-:43])=[CH:40]/[C:37]([CH3:38])=[O:39].[OH:43][CH:41]([CH3:42])[CH2:40][C:37](=[O:39])[CH3:38]. Reported procedure: To study the scope of the catalytic activity of the SiO2@Pd-PAMAM microspheres, the catalytic hydrogenation reactions of substrates other than styrene were explored (Table 3). For instance, the SiO2@Pd-PAMAM core-shell microspheres catalyzed the hydrogenation of phenylacetylene to ethylbenzene. The hydrogenation of phenylacetylene was found to be slightly slower than that of styrene (Table 3, entry 4). This was, however, to be expected considering the fact that the hydrogenation of phenylacetyle...